Task: describe an organic reaction: reactants, conditions, products, and yield. Dataset: the Open Reaction Database (ORD), a public repository of structured organic reaction records The reactants are FC(C=1C=C(C=C(C1)C(F)(F)F)C=1N(C(NN1)=O)C1=C(C=CC(=C1)Cl)OC)(F)F (5-[3,5-Bis(trifluoromethyl)phenyl]-4-(5-chloro-2-methoxy phenyl)-2,4-dihydro-3H-1,2,4-triazol-3-one), Cl.N1=CC=CC=C1 (pyridine hydrochloride), O (water). Solvent: C(C)(=O)OCC (ethyl acetate), C(C)(=O)OCC (ethyl acetate). Conditions: temperature 225 celsius. Product: ClC=1C=CC(=C(C1)N1C(NN=C1C1=CC(=CC(=C1)C(F)(F)F)C(F)(F)F)=O)O (4-(5-Chloro-2-hydroxyphenyl)-5-[3,5-bis(trifluoromethyl)phenyl]-2,4-dihydro-3H-1,2,4-triazol-3-one). Yield: 95.7%. As a reaction SMILES: [F:1][C:2]([F:29])([F:28])[C:3]1[CH:4]=[C:5]([C:13]2[N:14]([C:19]3[CH:24]=[C:23]([Cl:25])[CH:22]=[CH:21][C:20]=3[O:26]C)[C:15](=[O:18])[NH:16][N:17]=2)[CH:6]=[C:7]([C:9]([F:12])([F:11])[F:10])[CH:8]=1.Cl.N1C=CC=CC=1.O>C(OCC)(=O)C>[Cl:25][C:23]1[CH:22]=[CH:21][C:20]([OH:26])=[C:19]([N:14]2[C:13]([C:5]3[CH:6]=[C:7]([C:9]([F:10])([F:11])[F:12])[CH:8]=[C:3]([C:2]([F:28])([F:1])[F:29])[CH:4]=3)=[N:17][NH:16][C:15]2=[O:18])[CH:24]=1 |f:1.2|. Procedure: 5-[3,5-Bis(trifluoromethyl)phenyl]-4-(5-chloro-2-methoxy phenyl)-2,4-dihydro-3H-1,2,4-triazol-3-one (1.6 g, 3.6 mmol) was admixed with pyridine hydrochloride (6.7 g, 58 mmol) and heated at 225° C. for 1 h. After being cooled, the solid was covered with ethyl acetate (25 ml) and water (15 ml) and subjected to ultrasonication (bath) for several minutes in order to break the solid free from the glass wall. The organic suspension was diluted with ethyl acetate (100 ml) washed with water (25 ml), sat... Starting materials: COC1=C2C(C=C(OC2=CC(=C1OC)OC)C1=CC=C(C=C1)[N+](=O)[O-])=O (5,6,7-trimethoxy-4′-nitroflavone), solution, B(Br)(Br)Br (boron tribromide). The solvent is C(Cl)Cl (CH2Cl2), C(Cl)Cl (CH2Cl2). Conditions: temperature -20 celsius, time 5 hour. The product is OC1=CC(=C(C(=C1C(C)=O)OC)OC)OC (1-(6-Hydroxy-2,3,4,-trimethoxyphenyl)ethanone). Isolated yield 66.3%. As a reaction SMILES: [CH3:1][O:2][C:3]1[C:12]([O:13][CH3:14])=[C:11]([O:15][CH3:16])[CH:10]=[C:9]2[C:4]=1[C:5](=[O:26])[CH:6]=C(C1C=CC([N+]([O-])=O)=CC=1)[O:8]2.B(Br)(Br)Br>C(Cl)Cl>[OH:8][C:9]1[C:4]([C:5](=[O:26])[CH3:6])=[C:3]([O:2][CH3:1])[C:12]([O:13][CH3:14])=[C:11]([O:15][CH3:16])[CH:10]=1. Procedure: To a solution of 8 (71 mg, 0.2 mmol) in CH2Cl2 (5 mL) was added a 1M solution of boron tribromide (0.4 mL, 0.4 mmol) in CH2Cl2 at −78° C. The solution was stirred for an additional 2 h and at −20° C. for 5 h then quenched with water (10 mL). The precipitate was collected by filtration and recrystallized from CH2Cl2 to afford crude product 5 (30 mg, 46%). 1H NMR (400 MHz, DMSO) δ 3.93 (s, 3H), 7.01 (s, 1H), 7.21 (s, 1H), 8.38-8.39 (m, 4H). Reactants: C(C)C1=CC=C(C=C1)C1=NSC(=C1C(=O)OCC)I (ethyl 3-(4-ethylphenyl)-5-iodo-1,2-thiazole-4-carboxylate), CC1(OB(OC1(C)C)C(=C)C)C (4,4,5,5-tetramethyl-2-(prop-1-en-2-yl)-1,3,2-dioxaborolane), C([O-])([O-])=O.[Na+].[Na+] (sodium carbonate). Reagents/catalysts: C1=CC=C(C=C1)P([C-]2C=CC=C2)C3=CC=CC=C3.C1=CC=C(C=C1)P([C-]2C=CC=C2)C3=CC=CC=C3.Cl[Pd]Cl.[Fe+2] (Pd(dppf)Cl2). Solvent: COCCOC.O (DME H2O). Run at temperature 95 celsius, time 16 hour. Product: C(C)C1=CC=C(C=C1)C1=NSC(=C1C(=O)OCC)C(=C)C (Ethyl 3-(4-ethylphenyl)-5-(prop-1-en-2-yl)-1,2-thiazole-4-carboxylate). Reaction SMILES: [CH2:1]([C:3]1[CH:8]=[CH:7][C:6]([C:9]2[C:13]([C:14]([O:16][CH2:17][CH3:18])=[O:15])=[C:12](I)[S:11][N:10]=2)=[CH:5][CH:4]=1)[CH3:2].[CH3:20][C:21]1(C)[C:25](C)(C)OB(C(C)=C)O1.C(=O)([O-])[O-].[Na+].[Na+]>C1C=CC(P(C2C=CC=CC=2)[C-]2C=CC=C2)=CC=1.C1C=CC(P(C2C=CC=CC=2)[C-]2C=CC=C2)=CC=1.Cl[Pd]Cl.[Fe+2].COCCOC.O>[CH2:1]([C:3]1[CH:8]=[CH:7][C:6]([C:9]2[C:13]([C:14]([O:16][CH2:17][CH3:18])=[O:15])=[C:12]([C:21]([CH3:25])=[CH2:20])[S:11][N:10]=2)=[CH:5][CH:4]=1)[CH3:2] |f:2.3.4,5.6.7.8,9.10|. Reported procedure: Into a 25-mL round-bottom flask, was placed ethyl 3-(4-ethylphenyl)-5-iodo-1,2-thiazole-4-carboxylate (200 mg, 0.52 mmol, 1.00 equiv), 4,4,5,5-tetramethyl-2-(prop-1-en-2-yl)-1,3,2-dioxaborolane (130.24 mg, 0.78 mmol, 1.50 equiv), sodium carbonate (164.34 mg, 1.55 mmol, 3.00 equiv), Pd(dppf)Cl2 (37.82 mg, 0.05 mmol, 0.10 equiv), DME/H2O (6 mL). The resulting solution was stirred for 16 h at 95° C. in an oil bath under nitrogen. The resulting solution was extracted with 150 mL of dichloromethane. ... The reactants are [Al+3], C1CCOC1, CCOC(C)=O, COc1ccc(C=O)cn1, [H-], [H-], [H-], [H-], [Li+], O. Product: COc1ccc(CO)cn1. RXN SMILES: [Al+3:12].[CH2:23]1[O:24][CH2:25][CH2:26][CH2:27]1.[CH3:17][CH2:18][O:19][C:20]([CH3:21])=[O:22].[CH3:1][O:2][c:3]1[n:4][cH:5][c:6]([CH:7]=[O:8])[cH:9][cH:10]1.[H-:11].[H-:14].[H-:15].[H-:16].[Li+:13].[OH2:28]>>[CH3:1][O:2][c:3]1[n:4][cH:5][c:6]([CH2:7][OH:8])[cH:9][cH:10]1. Starting materials: CC(=O)Oc1ccc(OS(=O)(=O)C(F)(F)F)cc1C, O=C([O-])[O-], C1COCCN1, Cc1ccccc1, [Cs+], [Cs+], CC(=O)[O-], CC(=O)[O-], [Pd+2]. The product is CC(=O)Oc1ccc(N2CCOCC2)cc1C. RXN SMILES: [C:1]([CH3:2])(=[O:3])[O:4][c:5]1[c:6]([CH3:19])[cH:7][c:8]([O:11][S:12]([C:13]([F:14])([F:15])[F:16])(=[O:17])=[O:18])[cH:9][cH:10]1.[C:20](=[O:21])([O-:22])[O-:23].[CH2:26]1[CH2:27][O:28][CH2:29][CH2:30][NH:31]1.[CH3:32][c:33]1[cH:34][cH:35][cH:36][cH:37][cH:38]1.[Cs+:24].[Cs+:25].[O-:40][C:41]([CH3:42])=[O:43].[O-:44][C:45]([CH3:46])=[O:47].[Pd+2:39]>>[C:1]([CH3:2])(=[O:3])[O:4][c:5]1[c:6]([CH3:19])[cH:7][c:8]([N:31]2[CH2:26][CH2:27][O:28][CH2:29][CH2:30]2)[cH:9][cH:10]1. Starting materials: [H-].[Na+] (sodium hydride), FC1=CC=C(OC(CO)CO)C=C1 (2-(4-fluorophenoxy)propane-1,3-diol), IC (iodomethane). Run in C1CCOC1 (THF). Reaction conditions: time 30 minute. The product is FC1=CC=C(OC(CO)COC)C=C1 (2-(4-Fluorophenoxy)-3-methoxy-propan-1-ol). Yield: 25.2%. Reaction SMILES: [F:1][C:2]1[CH:13]=[CH:12][C:5]([O:6][CH:7]([CH2:10][OH:11])[CH2:8][OH:9])=[CH:4][CH:3]=1.[H-].[Na+].I[CH3:17]>C1COCC1>[F:1][C:2]1[CH:3]=[CH:4][C:5]([O:6][CH:7]([CH2:10][O:11][CH3:17])[CH2:8][OH:9])=[CH:12][CH:13]=1 |f:1.2|. Procedure details: Dissolve 2-(4-fluorophenoxy)propane-1,3-diol (186 mg, 0.99 mmol) in THF (5 mL), and add sodium hydride (60% dispersion in mineral oil, 24 mg, 1 mmol). Stir the mixture for 30 minutes at ambient temperature then add iodomethane (0.4 mL, 4.09 mmol). Stir the reaction at ambient temperature for 16 hours. Remove the solvents under reduced pressure and add water to the residue. Extract with EtOAc three times; collect the EtOAc extracts; dry; and remove the solvents under reduced pressure. Purify the ...